From a dataset of the Open Reaction Database (ORD), a public repository of structured organic reaction records. describe an organic reaction: reactants, conditions, products, and yield Starting materials: CC(C)(C)OC(=O)N1CCc2[nH]c(C(=O)N3CCN(S(=O)(=O)c4ccc5cc(Cl)ccc5c4)CC3)cc2C1, ClCCl, CI, CN(C)C=O, [Cl-], [H-], [NH4+], [Na+], O. Yields the product Cn1c(C(=O)N2CCN(S(=O)(=O)c3ccc4cc(Cl)ccc4c3)CC2)cc2c1CCN(C(=O)OC(C)(C)C)C2. Reaction SMILES: [C:1]([CH3:2])([CH3:3])([CH3:4])[O:5][C:6](=[O:7])[N:8]1[CH2:9][c:10]2[c:11]([nH:14][c:15]([C:17](=[O:18])[N:19]3[CH2:20][CH2:21][N:22]([S:25](=[O:26])(=[O:27])[c:28]4[cH:29][c:30]5[cH:31][cH:32][c:33]([Cl:38])[cH:34][c:35]5[cH:36][cH:37]4)[CH2:23][CH2:24]3)[cH:16]2)[CH2:12][CH2:13]1.[CH2:51]([Cl:52])[Cl:53].[CH3:41][I:42].[CH3:45][N:46]([CH3:47])[CH:48]=[O:49].[Cl-:43].[H-:39].[NH4+:44].[Na+:40].[OH2:50]>>[C:1]([CH3:2])([CH3:3])([CH3:4])[O:5][C:6](=[O:7])[N:8]1[CH2:9][c:10]2[c:11]([n:14]([CH3:41])[c:15]([C:17](=[O:18])[N:19]3[CH2:20][CH2:21][N:22]([S:25](=[O:26])(=[O:27])[c:28]4[cH:29][c:30]5[cH:31][cH:32][c:33]([Cl:38])[cH:34][c:35]5[cH:36][cH:37]4)[CH2:23][CH2:24]3)[cH:16]2)[CH2:12][CH2:13]1. The reactants are [H-], [Na+], O=C1OC(Cn2cc(COP(=O)(Oc3ccccc3)Oc3ccccc3)nn2)CN1c1ccc(C2=CCS(=O)(=O)CC2)c(F)c1, CN(C)C=O, Sc1ncc[nH]1. Yields the product O=C1OC(Cn2cc(CSc3ncc[nH]3)nn2)CN1c1ccc(C2=CCS(=O)(=O)CC2)c(F)c1. RXN SMILES: [H-:52].[Na+:53].[O:1]=[S:2]1(=[O:45])[CH2:3][CH2:4][C:5]([c:8]2[c:9]([F:44])[cH:10][c:11]([N:14]3[C:15](=[O:43])[O:16][CH:17]([CH2:19][n:20]4[n:21][n:22][c:23]([CH2:25][O:26][P:27]([O:28][c:29]5[cH:30][cH:31][cH:32][cH:33][cH:34]5)([O:35][c:36]5[cH:37][cH:38][cH:39][cH:40][cH:41]5)=[O:42])[cH:24]4)[CH2:18]3)[cH:12][cH:13]2)=[CH:6][CH2:7]1.[O:54]=[CH:55][N:56]([CH3:57])[CH3:58].[SH:46][c:47]1[nH:48][cH:49][cH:50][n:51]1>>[O:1]=[S:2]1(=[O:45])[CH2:3][CH2:4][C:5]([c:8]2[c:9]([F:44])[cH:10][c:11]([N:14]3[C:15](=[O:43])[O:16][CH:17]([CH2:19][n:20]4[n:21][n:22][c:23]([CH2:25][S:46][c:47]5[nH:48][cH:49][cH:50][n:51]5)[cH:24]4)[CH2:18]3)[cH:12][cH:13]2)=[CH:6][CH2:7]1. Reactants: CSC1=C([N+](=O)[O-])CCCN1, Cc1[nH]cnc1CSCCN, CCO. Yields the product Cc1[nH]cnc1CSCCNC1=C([N+](=O)[O-])CCCN1. RXN SMILES: [CH3:12][S:13][C:14]1=[C:19]([N+:20](=[O:21])[O-:22])[CH2:18][CH2:17][CH2:16][NH:15]1.[CH3:1][c:2]1[c:3]([CH2:7][S:8][CH2:9][CH2:10][NH2:11])[n:4][cH:5][nH:6]1.[CH3:23][CH2:24][OH:25]>>[CH3:1][c:2]1[c:3]([CH2:7][S:8][CH2:9][CH2:10][NH:11][C:14]2=[C:19]([N+:20](=[O:21])[O-:22])[CH2:18][CH2:17][CH2:16][NH:15]2)[n:4][cH:5][nH:6]1. Starting materials: COC(=O)c1ccc(Cc2ccccc2NC(=O)OC(C)(C)C)cc1C(=O)OC, CCOCC, CO, Cl. The product is COC(=O)c1ccc(Cc2ccccc2N)cc1C(=O)OC. RXN SMILES: [CH3:2][O:3][C:4]([c:5]1[c:6]([C:7](=[O:8])[O:9][CH3:10])[cH:11][c:12]([CH2:15][c:16]2[c:17]([NH:22][C:23]([O:24][C:25]([CH3:26])([CH3:27])[CH3:28])=[O:29])[cH:18][cH:19][cH:20][cH:21]2)[cH:13][cH:14]1)=[O:30].[CH3:31][CH2:32][O:33][CH2:34][CH3:35].[CH3:36][OH:37].[ClH:1]>>[CH3:2][O:3][C:4]([c:5]1[c:6]([C:7](=[O:8])[O:9][CH3:10])[cH:11][c:12]([CH2:15][c:16]2[c:17]([NH2:22])[cH:18][cH:19][cH:20][cH:21]2)[cH:13][cH:14]1)=[O:30]. Reactants: O1C(OCC1)C(C)[C@H]1CC[C@H]2C3=CC=C4C[C@H]([C@H]5[C@@H]([C@]4(C)[C@H]3CC[C@]12C)O5)O (20-(1,3-dioxolan-2-yl)-1α,2α-epoxypregna-5,7-dien-3β-ol), CC1(COC(OC1)C(C)[C@H]1CC[C@H]2C3=CC=C4C[C@H]([C@H]5[C@@H]([C@]4(C)[C@H]3CC[C@]12C)O5)O)C (20-(5,5-dimethyl-1,3-dioxan-2-yl)-1α,2α-epoxypregna-5,7-dien-3β-ol). The product is O1C(OCC1)C(C)[C@H]1CC[C@H]2C3=CC=C4C[C@H](C[C@@H]([C@]4(C)[C@H]3CC[C@]12C)O)O (20-(1,3-dioxolan-2-yl)pregna-5,7-diene-1α,3β-diol). The yield is 78.3%. As a reaction SMILES: [O:1]1[CH2:5][CH2:4][O:3][CH:2]1[CH:6]([C@@H:8]1[C@:25]2([CH3:26])[C@H:11]([C:12]3[C@H:22]([CH2:23][CH2:24]2)[C@:20]2([CH3:21])[C:15]([CH2:16][C@@H:17]([OH:28])[C@@H:18]4[O:27][C@@H:19]42)=[CH:14][CH:13]=3)[CH2:10][CH2:9]1)[CH3:7].CC1(C)COC(C([C@@H]2[C@]3(C)[C@H](C4[C@H](CC3)[C@]3(C)C(C[C@@H](O)[C@@H]5O[C@@H]53)=CC=4)CC2)C)OC1>>[O:1]1[CH2:5][CH2:4][O:3][CH:2]1[CH:6]([C@@H:8]1[C@:25]2([CH3:26])[C@H:11]([C:12]3[C@H:22]([CH2:23][CH2:24]2)[C@:20]2([CH3:21])[C:15]([CH2:16][C@@H:17]([OH:28])[CH2:18][C@@H:19]2[OH:27])=[CH:14][CH:13]=3)[CH2:10][CH2:9]1)[CH3:7]. Reported procedure: The procedure of Example 24 was repeated except that 3.4 mg (0.00887 mmole) of 20-(1,3-dioxolan-2-yl)-1α,2α-epoxypregna-5,7-dien-3β-ol was used in lieu of 3.8 mg of 20-(5,5-dimethyl-1,3-dioxan-2-yl)-1α,2α-epoxypregna-5,7-dien-3β-ol to give 2.7 mg of 20-(1,3-dioxolan-2-yl)pregna-5,7-diene-1α,3β-diol (yield: 78%). Starting materials: ClCCN1CCCC1, Cl, [H-], [Na+], Oc1ccc(-c2cc(CSCCOc3ccccc3)on2)cc1. Yields the product c1ccc(OCCSCc2cc(-c3ccc(OCCN4CCCC4)cc3)no2)cc1. As a reaction SMILES: [Cl:27][CH2:28][CH2:29][N:30]1[CH2:31][CH2:32][CH2:33][CH2:34]1.[ClH:26].[H-:25].[Na+:24].[O:1]([c:2]1[cH:3][cH:4][cH:5][cH:6][cH:7]1)[CH2:8][CH2:9][S:10][CH2:11][c:12]1[cH:13][c:14](-[c:17]2[cH:18][cH:19][c:20]([OH:23])[cH:21][cH:22]2)[n:15][o:16]1>>[O:1]([c:2]1[cH:3][cH:4][cH:5][cH:6][cH:7]1)[CH2:8][CH2:9][S:10][CH2:11][c:12]1[cH:13][c:14](-[c:17]2[cH:18][cH:19][c:20]([O:23][CH2:28][CH2:29][N:30]3[CH2:31][CH2:32][CH2:33][CH2:34]3)[cH:21][cH:22]2)[n:15][o:16]1.